Dataset: the Open Reaction Database (ORD), a public repository of structured organic reaction records. Task: describe an organic reaction: reactants, conditions, products, and yield Reactants: CC(C)(C)c1cc(C=O)cc(C(C)(C)C)c1O, [BH3-]C#N, CO, Cl, c1c(N2CCCC2)nc(N2CCCC2)nc1N1CCNCC1, [Na+]. Product: CC(C)(C)c1cc(CN2CCN(c3cc(N4CCCC4)nc(N4CCCC4)n3)CC2)cc(C(C)(C)C)c1O. RXN SMILES: [C:24]([CH3:25])([CH3:26])([CH3:27])[c:28]1[cH:29][c:30]([CH:31]=[O:32])[cH:33][c:34]([C:37]([CH3:38])([CH3:39])[CH3:40])[c:35]1[OH:36].[C:41]([BH3-:42])#[N:43].[CH3:45][OH:46].[ClH:23].[N:1]1([c:6]2[n:7][c:8]([N:18]3[CH2:19][CH2:20][CH2:21][CH2:22]3)[cH:9][c:10]([N:12]3[CH2:13][CH2:14][NH:15][CH2:16][CH2:17]3)[n:11]2)[CH2:2][CH2:3][CH2:4][CH2:5]1.[Na+:44]>>[N:1]1([c:6]2[n:7][c:8]([N:18]3[CH2:19][CH2:20][CH2:21][CH2:22]3)[cH:9][c:10]([N:12]3[CH2:13][CH2:14][N:15]([CH2:31][c:30]4[cH:29][c:28]([C:24]([CH3:25])([CH3:26])[CH3:27])[c:35]([OH:36])[c:34]([C:37]([CH3:38])([CH3:39])[CH3:40])[cH:33]4)[CH2:16][CH2:17]3)[n:11]2)[CH2:2][CH2:3][CH2:4][CH2:5]1. The reactants are CCO, Cl, [Fe], CCOC(=O)C=Cc1ccccc1[N+](=O)[O-], O. The product is CCOC(=O)C=Cc1ccccc1N. Reaction SMILES: [CH3:19][CH2:20][OH:21].[ClH:1].[Fe:22].[N+:3]([O-:4])(=[O:5])[c:6]1[c:7]([CH:8]=[CH:9][C:10](=[O:11])[O:12][CH2:13][CH3:14])[cH:15][cH:16][cH:17][cH:18]1.[OH2:2]>>[NH2:3][c:6]1[c:7]([CH:8]=[CH:9][C:10](=[O:11])[O:12][CH2:13][CH3:14])[cH:15][cH:16][cH:17][cH:18]1. Reported procedure: Hydrodechlorination of the chlorine-containing saturated impurities CHClF2, CCl2F2, CHClFCF3, CHF2CClF2, CCl2FCF3, CClF2CClF2, and CClF2CF3 having boiling points of -40.8° C., -29.8° C., -12° C., -10.2° C., 3.0° C., 3.6° C., and -38.7° C., respectively, gives CH2F2, CHClF2, CH2FCF3, CHF2CHF2, CHClFCF3, CHF2CClF2, and CHF2CF3 having boiling points of -51.7° C., -40.8° C., -26.5° C., -19.7° C., -12° C., -10.2° C., and -48.5° C., respectively. Further hydrodefluorination of CH2F2 and CH2FCF3 would ... As a reaction SMILES: ClCl.[C:3]([F:7])([F:6])(Cl)Cl.[CH:8]([C:11]([F:14])([F:13])Cl)([F:10])[F:9].[C:15]([C:19]([F:22])([F:21])Cl)([F:18])([F:17])[Cl:16].[C:23]([C:27]([F:30])([F:29])[F:28])([F:26])([F:25])Cl>>[CH2:3]([F:7])[F:6].[CH:8]([CH:11]([F:14])[F:13])([F:10])[F:9].[CH:19]([C:15]([F:18])([F:17])[Cl:16])([F:22])[F:21].[CH:23]([C:27]([F:30])([F:29])[F:28])([F:26])[F:25]. The reactants are ClCl (chlorine), CHClF2, C(Cl)(Cl)(F)F (CCl2F2), CHClFCF3, C(F)(F)C(Cl)(F)F (CHF2CClF2), CCl2FCF3, C(Cl)(F)(F)C(Cl)(F)F (CClF2CClF2), C(Cl)(F)(F)C(F)(F)F (CClF2CF3). Product: C(F)F (CH2F2), C(F)(F)C(F)F (CHF2CHF2), CHClFCF3, C(F)(F)C(Cl)(F)F (CHF2CClF2), C(F)(F)C(F)(F)F (CHF2CF3). The reactants are NC=1SCCN1 (2-Amino-4,5-dihydrothiazole), C(C)#N (acetonitrile), CO (methanol), BrC(C(C1=CC=C(OC)C=C1)=O)C1=CC=C(OC)C=C1 (α-bromodesoxy-p-anisoin). Conditions: time 2.5 day. Yields the product C(C1=CC=C(C=C1)OC)C1=C(N=C2SCCN21)CC2=CC=C(C=C2)OC (5,6-bis(p-anisyl)-2,3-dihydroimidazo[2,1-b]thiazole). RXN SMILES: [NH2:1][C:2]1[S:3][CH2:4][CH2:5][N:6]=1.[CH3:7][OH:8].Br[CH:10]([C:21]1[CH:28]=[CH:27][C:24](OC)=[CH:23][CH:22]=1)[C:11](=O)[C:12]1[CH:19]=[CH:18][C:15]([O:16][CH3:17])=[CH:14][CH:13]=1.[C:29](#N)[CH3:30]>>[CH2:28]([C:21]1[N:6]2[C:2]([S:3][CH2:4][CH2:5]2)=[N:1][C:10]=1[CH2:11][C:12]1[CH:13]=[CH:14][C:15]([O:16][CH3:17])=[CH:18][CH:19]=1)[C:27]1[CH:24]=[CH:23][C:22]([O:8][CH3:7])=[CH:30][CH:29]=1. Procedure: 2-Amino-4,5-dihydrothiazole (10.2 g.) in 50 ml. of methanol was added to a stirred solution of 33.5 g. of α-bromodesoxy-p-anisoin in 200 ml. of acetonitrile in a nitrogen atmosphere. After 2-3 days at room temperature, the solution was evaporated in vacuo. The residue was partitioned between 200 ml. of methylene chloride and 10% aqueous sodium carbonate solution. The organic solution was washed twice with saturated aqueous sodium chloride solution, dried over sodium sulfate, filtered and evapora... Reactants: N1C=CC2=CC(=CC=C12)C=1N=C(C2=C(N1)CN(CC2)C(=O)OC(C)(C)C)N2CCOCC2 (Tert-butyl 2-(1H-indol-5-yl)-4-morpholino-5,6-dihydropyrido[3,4-d]pyrimidine-7(8H)-carboxylate), Cl (Hydrogen chloride), O1CCOCC1 (1,4-Dioxane). Run at time 2 hour. The product is N1C=CC2=CC(=CC=C12)C=1N=C(C2=C(N1)CNCC2)N2[C@H](COCC2)C ((S)-4-(2-(1H-indol-5-yl)-5,6,7,8-tetrahydropyrido[3,4-d]pyrimidin-4-yl)-3-methylmorpholine). Reaction SMILES: [NH:1]1[C:9]2[C:4](=[CH:5][C:6]([C:10]3[N:11]=[C:12]([N:27]4[CH2:32][CH2:31][O:30][CH2:29][CH2:28]4)[C:13]4[CH2:19][CH2:18][N:17](C(OC(C)(C)C)=O)[CH2:16][C:14]=4[N:15]=3)=[CH:7][CH:8]=2)[CH:3]=[CH:2]1.Cl.O1CCOC[CH2:35]1>>[NH:1]1[C:9]2[C:4](=[CH:5][C:6]([C:10]3[N:11]=[C:12]([N:27]4[CH2:32][CH2:31][O:30][CH2:29][C@@H:28]4[CH3:35])[C:13]4[CH2:19][CH2:18][NH:17][CH2:16][C:14]=4[N:15]=3)=[CH:7][CH:8]=2)[CH:3]=[CH:2]1. Procedure: Tert-butyl 2-(1H-indol-5-yl)-4-morpholino-5,6-dihydropyrido[3,4-d]pyrimidine-7(8H)-carboxylate (0.199 g, 0.000443 mol) and 4.0 M of Hydrogen chloride in 1,4-Dioxane (3.4 mL) were combined and shaken for 2 hours then concentrated, diluted 10% MeOH in dichloromethane and sat NaHCO3, extracted three times with 10% MeOH in dichloromethane, dried over Magnesium sulfate, filtered, concentrated, and vacuum pump dried overnight, and purified by HPLC. 1H NMR (400 MHz, DMSO) δ 11.18 (s, 1H), 8.56 (s, 1H),... The reactants are [Si](C)(C)(C(C)(C)C)O[C@H](C)[C@H]1C(N([C@@H]1[C@H](C(C)=O)C)C(C(=O)OCC=C)=P(C1=CC=CC=C1)(C1=CC=CC=C1)C1=CC=CC=C1)=O (allyl 2-[(3S,4R)-3-{(1R)-1-t-butyldimethylsilyloxyethyl}-4-{(1R)-1-methyl-2-oxopropyl}-2-oxoazetidin-1-yl]-2-triphenylphosphoranylideneacetate), C(C)(C)[N-]C(C)C.[Li+] (lithium diisopropylamide), [Cl-].[NH4+] (ammonium chloride), C(C=C)OC(=O)N1[C@@H](CCC1)C=O ((2S)-1-allyloxycarbonyl-2-formylpyrrolidine). The solvent is O1CCCC1 (tetrahydrofuran), C(C)(=O)OCC (ethyl acetate), O1CCCC1 (tetrahydrofuran). Reaction conditions: temperature -78 celsius, time 30 minute. Yields the product C(C=C)OC(=O)N1[C@@H](CCC1)C(CC([C@H](C)[C@@H]1[C@H](C(N1C(C(=O)OCC=C)=P(C1=CC=CC=C1)(C1=CC=CC=C1)C1=CC=CC=C1)=O)[C@@H](C)O[Si](C)(C)C(C)(C)C)=O)O (allyl 2-[(3S,4R)-4-[(1R)-4-{(2S)-1-allyloxycarbonylpyrrolidin-2-yl}-4-hydroxy-1-methyl-2-oxobutyl]-3-{ (1R)-1-t-butyldimethylsilyloxyethyl}-2-oxoazetidin-1-yl]-2-triphenylphosphoranylideneacetate). The yield is 73.8%. Reaction SMILES: [Si:1]([O:8][C@@H:9]([C@@H:11]1[C@@H:14]([C@@H:15]([CH3:19])[C:16](=[O:18])[CH3:17])[N:13]([C:20](=[P:27]([C:40]2[CH:45]=[CH:44][CH:43]=[CH:42][CH:41]=2)([C:34]2[CH:39]=[CH:38][CH:37]=[CH:36][CH:35]=2)[C:28]2[CH:33]=[CH:32][CH:31]=[CH:30][CH:29]=2)[C:21]([O:23][CH2:24][CH:25]=[CH2:26])=[O:22])[C:12]1=[O:46])[CH3:10])([C:4]([CH3:7])([CH3:6])[CH3:5])([CH3:3])[CH3:2].C([N-]C(C)C)(C)C.[Li+].[CH2:55]([O:58][C:59]([N:61]1[CH2:65][CH2:64][CH2:63][C@H:62]1[CH:66]=[O:67])=[O:60])[CH:56]=[CH2:57].[Cl-].[NH4+]>O1CCCC1.C(OCC)(=O)C>[CH2:55]([O:58][C:59]([N:61]1[CH2:65][CH2:64][CH2:63][C@H:62]1[CH:66]([OH:67])[CH2:17][C:16](=[O:18])[C@@H:15]([C@H:14]1[N:13]([C:20](=[P:27]([C:40]2[CH:45]=[CH:44][CH:43]=[CH:42][CH:41]=2)([C:28]2[CH:33]=[CH:32][CH:31]=[CH:30][CH:29]=2)[C:34]2[CH:35]=[CH:36][CH:37]=[CH:38][CH:39]=2)[C:21]([O:23][CH2:24][CH:25]=[CH2:26])=[O:22])[C:12](=[O:46])[C@@H:11]1[C@H:9]([O:8][Si:1]([C:4]([CH3:5])([CH3:6])[CH3:7])([CH3:3])[CH3:2])[CH3:10])[CH3:19])=[O:60])[CH:56]=[CH2:57] |f:1.2,4.5|. Procedure: To a solution of diisopropylamine (7.7 ml) in tetrahydrofuran (60.0 ml) was added dropwise a 1.55M solution of n-butyllithium in n-hexane (32.3 ml) at -78° C. The mixture was allowed to warm to 0° C., stirred at 0° C. for 30 minutes, and cooled to -78° C. to give ca. 0.5M lithium diisopropylamide solution. To a solution of allyl 2-[(3S,4R)-3-{(1R)-1-t-butyldimethylsilyloxyethyl}-4-{(1R)-1-methyl-2-oxopropyl}-2-oxoazetidin-1-yl]-2-triphenylphosphoranylideneacetate (2.50 g) in tetrahydrofuran (40 ... The reactants are ClCCl, C[Si](C)(C)CCOCn1cc(C(F)(F)F)c2c(Nc3ccc([N+](=O)[O-])cc3F)ccnc21, O=C(O)C(F)(F)F. Yields the product O=[N+]([O-])c1ccc(Nc2ccnc3[nH]cc(C(F)(F)F)c23)c(F)c1. RXN SMILES: [Cl:40][CH2:41][Cl:42].[F:8][c:9]1[c:10]([NH:18][c:19]2[c:20]3[c:21]([n:22][cH:23][cH:24]2)[n:25]([CH2:32][O:33][CH2:34][CH2:35][Si:36]([CH3:37])([CH3:38])[CH3:39])[cH:26][c:27]3[C:28]([F:29])([F:30])[F:31])[cH:11][cH:12][c:13]([N+:15](=[O:16])[O-:17])[cH:14]1.[OH:1][C:2]([C:3]([F:4])([F:5])[F:6])=[O:7]>>[F:8][c:9]1[c:10]([NH:18][c:19]2[c:20]3[c:21]([n:22][cH:23][cH:24]2)[nH:25][cH:26][c:27]3[C:28]([F:29])([F:30])[F:31])[cH:11][cH:12][c:13]([N+:15](=[O:16])[O-:17])[cH:14]1.